From a dataset of the Open Reaction Database (ORD), a public repository of structured organic reaction records. describe an organic reaction: reactants, conditions, products, and yield The reactants are C#Cc1ccc(F)c(NC(=O)C(F)(F)F)c1, C1CCOC1, Clc1ccnc(Cl)n1, [Cu]I. The product is O=C(Nc1cc(C#Cc2ccnc(Cl)n2)ccc1F)C(F)(F)F. As a reaction SMILES: [C:9](#[CH:10])[c:11]1[cH:12][cH:13][c:14]([F:24])[c:15]([NH:17][C:18]([C:19]([F:20])([F:21])[F:22])=[O:23])[cH:16]1.[CH2:25]1[O:26][CH2:27][CH2:28][CH2:29]1.[Cl:1][c:2]1[n:3][cH:4][cH:5][c:6]([Cl:8])[n:7]1.[Cu:30][I:31]>>[Cl:1][c:2]1[n:3][cH:4][cH:5][c:6]([C:10]#[C:9][c:11]2[cH:12][cH:13][c:14]([F:24])[c:15]([NH:17][C:18]([C:19]([F:20])([F:21])[F:22])=[O:23])[cH:16]2)[n:7]1. The reactants are CC(=O)O, [Na+], [OH-], O, c1ccc(C(c2ccccc2)(c2ccccc2)n2cnc(CCc3coc4ccccc34)c2)cc1. The product is c1ccc2c(CCc3c[nH]cn3)coc2c1. As a reaction SMILES: [CH3:38][C:39](=[O:40])[OH:41].[Na+:37].[OH-:36].[OH2:42].[o:1]1[cH:2][c:3]([CH2:10][CH2:11][c:12]2[n:13][cH:14][n:15]([C:17]([c:18]3[cH:19][cH:20][cH:21][cH:22][cH:23]3)([c:24]3[cH:25][cH:26][cH:27][cH:28][cH:29]3)[c:30]3[cH:31][cH:32][cH:33][cH:34][cH:35]3)[cH:16]2)[c:4]2[c:5]1[cH:6][cH:7][cH:8][cH:9]2>>[o:1]1[cH:2][c:3]([CH2:10][CH2:11][c:12]2[n:13][cH:14][nH:15][cH:16]2)[c:4]2[c:5]1[cH:6][cH:7][cH:8][cH:9]2.